Dataset: the Open Reaction Database (ORD), a public repository of structured organic reaction records. Task: describe an organic reaction: reactants, conditions, products, and yield The reactants are BrC=1C(=C2C(=NC1)NC(=N2)C2=CC=C(C=C2)N(C)C)N2CCN(CC2)C(=O)NC2=CC=CC=C2 (4-(6-bromo-2-(4-(dimethylamino)phenyl)-3H-imidazo[4,5-b]pyridin-7-yl)-N-phenylpiperazine-1-carboxamide), N1=CC(=CC=C1)C=O (3-pyridinecarboxaldehyde), NC1=NC=C(C(=C1[N+](=O)[O-])N1CCN(CC1)CC(=O)NC=1SC=CN1)Br (2-(4-(2-amino-5-bromo-3-nitropyridin-4-yl)piperazin-1-yl)-N-(thiazol-2-yl)acetamide), [O-]S(=O)S(=O)[O-].[Na+].[Na+] (Na2S2O4). Run in CN(C)C=O (DMF). Run at time 16 hour. Yields the product BrC=1C(=C2C(=NC1)NC(=N2)C=2C=NC=CC2)N2CCN(CC2)CC(=O)NC=2SC=CN2 (2-(4-(6-Bromo-2-(pyridin-3-yl)-3H-imidazo[4,5-b]pyridin-7-yl)piperazin-1-yl)-N-(thiazol-2-yl)acetamide). The yield is 38.0%. As a reaction SMILES: [Br:1][C:2]1[C:3]([N:20]2[CH2:25][CH2:24][N:23](C(NC3C=CC=CC=3)=O)[CH2:22][CH2:21]2)=[C:4]2[N:10]=[C:9]([C:11]3[CH:16]=[CH:15][C:14]([N:17]([CH3:19])C)=CC=3)[NH:8][C:5]2=[N:6][CH:7]=1.NC1C([N+]([O-])=O)=C(N2CCN([CH2:51][C:52]([NH:54][C:55]3[S:56][CH:57]=[CH:58][N:59]=3)=[O:53])CC2)C(Br)=CN=1.[O-]S(S([O-])=O)=O.[Na+].[Na+].N1C=CC=C(C=O)C=1>CN(C=O)C>[Br:1][C:2]1[C:3]([N:20]2[CH2:25][CH2:24][N:23]([CH2:51][C:52]([NH:54][C:55]3[S:56][CH:57]=[CH:58][N:59]=3)=[O:53])[CH2:22][CH2:21]2)=[C:4]2[N:10]=[C:9]([C:11]3[CH:19]=[N:17][CH:14]=[CH:15][CH:16]=3)[NH:8][C:5]2=[N:6][CH:7]=1 |f:2.3.4|. Procedure: This was prepared using, the same procedure as for 4-(6-bromo-2-(4-(dimethylamino)phenyl)-3H-imidazo[4,5-b]pyridin-7-yl)-N-phenylpiperazine-1-carboxamide, but here using 2-(4-(2-amino-5-bromo-3-nitropyridin-4-yl)piperazin-1-yl)-N-(thiazol-2-yl)acetamide (50 mg, 0.11 mmol), DMF (1 mL), 1M Na2S2O4 (3 eq, 0.33 mmol, 0.33 mL) and 3-pyridinecarboxaldehyde (1.05 eq, 0.12 mmol, 0.011 mL). After 16 h, the DMF was removed in vacuo, the residue taken up in water (2 mL) and extracted with EtOAc (2×3 mL) an... The reactants are ClC(=O)OCC(C)C (Isobutyl chloroformate), CN1CCOCC1 (N-methylmorpholine), ice, C(C#CC)(=O)O (2-butynoic acid), NC=1C=C2C(=C(C=NC2=CC1)C#N)NC1=CC(=CC=C1)C(F)(F)F (6-amino-4-[(3-trifluoromethylphenyl)amino]-3-quinolinecarbonitrile). The solvent is O1CCCC1 (tetrahydrofuran), O1CCCC1 (tetrahydrofuran). Run at time 10 minute. Product: FC(C=1C=C(C=CC1)NC1=C(C=NC2=CC=C(C=C12)NC(C#CC)=O)C#N)(F)F (N-[4-[(3-Trifluoromethylphenyl)amino]-3-cyano-6-quinolinyl]-2-butynamide). Yield: 46.1%. RXN SMILES: ClC(OCC(C)C)=O.CN1CCOCC1.[C:16]([OH:21])(=O)[C:17]#[C:18][CH3:19].[NH2:22][C:23]1[CH:24]=[C:25]2[C:30](=[CH:31][CH:32]=1)[N:29]=[CH:28][C:27]([C:33]#[N:34])=[C:26]2[NH:35][C:36]1[CH:41]=[CH:40][CH:39]=[C:38]([C:42]([F:45])([F:44])[F:43])[CH:37]=1>O1CCCC1>[F:44][C:42]([F:43])([F:45])[C:38]1[CH:37]=[C:36]([NH:35][C:26]2[C:25]3[C:30](=[CH:31][CH:32]=[C:23]([NH:22][C:16](=[O:21])[C:17]#[C:18][CH3:19])[CH:24]=3)[N:29]=[CH:28][C:27]=2[C:33]#[N:34])[CH:41]=[CH:40][CH:39]=1. Procedure details: Isobutyl chloroformate (1.56 g, 11.4 mmol) and N-methylmorpholine (1.15 g, 11.4 mmol) were added to an ice cold solution of 0.961 g (11.4 mmol) of 2-butynoic acid in 40 mL of tetrahydrofuran under N2. After stirring for 10 min, a solution of 1.50 g (4.57 mmol) of 6-amino-4-[(3-trifluoromethylphenyl)amino]-3-quinolinecarbonitrile in 12 mL of tetrahydrofuran was added dropwise. After stirring at 25° C. overnight, volatile material was removed and the residue was slurried in water and filtered. The... Starting materials: TEA, ClC1=C(C=C(C=C1)NC(\C=C\C1=CC(=CC=C1)O)=O)C(F)(F)F ((2E)-N-[4-chloro-3-(trifluoromethyl)phenyl]-3-(3-hydroxyphenyl)-acrylamide), ClC1=C2N=CNC2=NC=N1 (6-chloro-9H-purine), N12CCN(CC1)CC2 (1,4-diazabicyclo[2.2.2]octane). Isolated yield 11.2%. Product: ClC1=C(C=C(C=C1)NC(\C=C\C1=CC(=CC=C1)OC1=C2N=CNC2=NC=N1)=O)C(F)(F)F ((2E)-N-[4-chloro-3-(trifluoromethyl)phenyl]-3-[3-(9H-purin-6-yloxy)phenyl]acrylamide). Reported procedure: To a mixture of 1,4-diazabicyclo[2.2.2]octane (0.098 g, 0.87 mmol) in DCE (25 mL) was added (2E)-N-[4-chloro-3-(trifluoromethyl)phenyl]-3-(3-hydroxyphenyl)-acrylamide (300 mg, 0.87 mmol) and 6-chloro-9H-purine (1.95 mmol). TEA (366 μL, 2.61 mmol) was added, and the resulting solution was stirred at 60° C. The solution was diluted with brine and extracted with EtOAc. The combined organic solutions were dried over Na2SO4, filtered and concentrated. Purification by column chromatography (SiO2, 10-8... As a reaction SMILES: N12CCN(CC1)CC2.[Cl:9][C:10]1[CH:15]=[CH:14][C:13]([NH:16][C:17](=[O:27])/[CH:18]=[CH:19]/[C:20]2[CH:25]=[CH:24][CH:23]=[C:22]([OH:26])[CH:21]=2)=[CH:12][C:11]=1[C:28]([F:31])([F:30])[F:29].Cl[C:33]1[N:41]=[CH:40][N:39]=[C:38]2[C:34]=1[N:35]=[CH:36][NH:37]2>ClCCCl.[Cl-].[Na+].O>[Cl:9][C:10]1[CH:15]=[CH:14][C:13]([NH:16][C:17](=[O:27])/[CH:18]=[CH:19]/[C:20]2[CH:25]=[CH:24][CH:23]=[C:22]([O:26][C:33]3[N:41]=[CH:40][N:39]=[C:38]4[C:34]=3[N:35]=[CH:36][NH:37]4)[CH:21]=2)=[CH:12][C:11]=1[C:28]([F:29])([F:30])[F:31] |f:4.5.6|. Reaction conditions: temperature 60 celsius. Run in ClCCCl (DCE), [Cl-].[Na+].O (brine). Starting materials: O=C([O-])[O-], CCC(C)(C)O, CCn1nccc1O, Cc1cc(C(=O)O)c(C)c2c1S(=O)(=O)CCC2(C)C, C(=NC1CCCCC1)=NC1CCCCC1, [K+], [K+], Oc1ccn[nH]1, O=C(O)C1CCc2ccccc2S1. Yields the product CCn1ncc(C(=O)c2cc(C)c3c(c2C)C(C)(C)CCS3(=O)=O)c1O. Reaction SMILES: [C:62](=[O:63])([O-:64])[O-:65].[C:68]([OH:69])([CH2:70][CH3:71])([CH3:72])[CH3:73].[CH2:33]([CH3:34])[n:35]1[n:36][cH:37][cH:38][c:39]1[OH:40].[CH3:1][C:2]1([CH3:19])[CH2:3][CH2:4][S:5](=[O:17])(=[O:18])[c:6]2[c:7]([CH3:16])[cH:8][c:9]([C:13](=[O:14])[OH:15])[c:10]([CH3:12])[c:11]21.[CH:47]1([N:48]=[C:49]=[N:50][CH:51]2[CH2:52][CH2:53][CH2:54][CH2:55][CH2:56]2)[CH2:57][CH2:58][CH2:59][CH2:60][CH2:61]1.[K+:66].[K+:67].[OH:41][c:42]1[nH:43][n:44][cH:45][cH:46]1.[S:20]1[c:21]2[c:22]([cH:23][cH:24][cH:25][cH:26]2)[CH2:27][CH2:28][CH:29]1[C:30]([OH:31])=[O:32]>>[CH3:1][C:2]1([CH3:19])[CH2:3][CH2:4][S:5](=[O:17])(=[O:18])[c:6]2[c:7]([CH3:16])[cH:8][c:9]([C:13](=[O:14])[c:38]3[cH:37][n:36][n:35]([CH2:33][CH3:34])[c:39]3[OH:40])[c:10]([CH3:12])[c:11]21.